From a dataset of the Open Reaction Database (ORD), a public repository of structured organic reaction records. describe an organic reaction: reactants, conditions, products, and yield Reactants: Cl (HCl), O1CCOCC1 (dioxane), FC=1C=C(C=C(C1)I)[C@@H](CO)NC(OC(C)(C)C)=O ((S)-tert-butyl (1-(3-fluoro-5-iodophenyl)-2-hydroxyethyl)carbamate). Run in C(Cl)Cl (DCM). Run at time 8 hour. The product is Cl.N[C@H](CO)C1=CC(=CC(=C1)I)F ((S)-2-amino-2-(3-fluoro-5-iodophenyl)ethanol hydrochloride). As a reaction SMILES: [F:1][C:2]1[CH:3]=[C:4]([C@H:9]([NH:12]C(=O)OC(C)(C)C)[CH2:10][OH:11])[CH:5]=[C:6]([I:8])[CH:7]=1.[ClH:20].O1CCOCC1>C(Cl)Cl>[ClH:20].[NH2:12][C@@H:9]([C:4]1[CH:5]=[C:6]([I:8])[CH:7]=[C:2]([F:1])[CH:3]=1)[CH2:10][OH:11] |f:4.5|. Procedure: (S)-tert-butyl (1-(3-fluoro-5-iodophenyl)-2-hydroxyethyl)carbamate (2.507 g, 6.58 mmol) was dissolved in DCM (60 mL) and treated with 4 N HCl in dioxane (4.93 mL, 19.73 mmol). The mixture was stirred overnight at room temperature. After the majority of the solvent was evaporated carefully in vacuo, the slurry was triturated with Et2O to afford 1.525 g of a fine white HCl salt of (S)-2-amino-2-(3-fluoro-5-iodophenyl)ethanol (72%), which was isolated by suction filtration. LCMS (m/z): 282.4 (MH+),... Starting materials: [F-].[K+] (KF), C(C)(C)(C)OC(=O)N1CCCCC1 (piperidine-1-carboxylic acid tert-butyl ester), C(CCC)[Sn](C=1N=CN(C1)C)(CCCC)CCCC (4-tri-n-butylstannyl-1-methylimidazole), O1C(=CC=C1)P(C=1OC=CC1)C=1OC=CC1 (tri-(2-furyl)phosphine), C1CCOC1 (THF). Run at temperature 70 celsius, time 2 hour. Yields the product C(C)(C)(C)OC(=O)N1CCC(CC1)=C(C=1N=CN(C1)C)C1=CC=CC=C1 (4-[1-Phenyl-1-(1-methylimidazol-4-yl)methylene]piperidine-1-carboxylic Acid Tert-Butyl Ester). Yield: 47.0%. As a reaction SMILES: [C:1]([O:5][C:6]([N:8]1[CH2:13][CH2:12][CH2:11][CH2:10][CH2:9]1)=[O:7])([CH3:4])([CH3:3])[CH3:2].C([Sn](CCCC)(CCCC)[C:19]1[N:20]=[CH:21][N:22]([CH3:24])[CH:23]=1)CCC.O1C=[CH:36][CH:35]=[C:34]1P(C1OC=CC=1)C1OC=CC=1.[F-].[K+].[CH2:51]1[CH2:55]O[CH2:53][CH2:52]1>>[C:1]([O:5][C:6]([N:8]1[CH2:13][CH2:12][C:11](=[C:53]([C:52]2[CH:36]=[CH:35][CH:34]=[CH:55][CH:51]=2)[C:19]2[N:20]=[CH:21][N:22]([CH3:24])[CH:23]=2)[CH2:10][CH2:9]1)=[O:7])([CH3:4])([CH3:2])[CH3:3] |f:3.4|. Procedure: A mixture of 4-(1-phenyl-1-iodo)methylene)-piperidine-1-carboxylic acid tert-butyl ester (0.112 g, 0.280 mmol), 4-tri-n-butylstannyl-1-methylimidazole (0.181 g, 0.486 mmol) Pd2(dba)3 (0.013 mg, 0.014 mmol) and tri-(2-furyl)phosphine (0.007 g, 0.031 mmol) in THF (4 mL) was heated at 70° C. in a sealed tube under Ar for 12 h. The mixture was cooled to rt, aqueous KF was added and the mixture was allowed to stir for 2 h. The resulting mixture was extracted with EtOAc (×3) and the combined organic l... Starting materials: CNC[C@@H]1CC[C@H]([C@H](O1)O[C@@H]2[C@@H](C[C@@H]([C@H]([C@H]2O)N(C)C(=O)CN)OC)N)N (istamycin B), CNC[C@@H]1CC[C@H]([C@H](O1)O[C@@H]2[C@@H](C[C@@H]([C@H]([C@H]2O)N(C)C(=O)CN)OC)N)N (Istamycin B), CNC[C@@H]1CC[C@H]([C@H](O1)O[C@@H]2[C@H](C[C@@H]([C@H]([C@H]2O)N(C)C(=O)CN)OC)N)N (istamycin A). Yields the product CNC[C@@H]1CC[C@H]([C@H](O1)O[C@@H]2[C@@H](C[C@@H]([C@H]([C@H]2O)N(C)C(=O)CN)OC)N)N (Istamycin B), C([O-])([O-])=O (carbonate). As a reaction SMILES: [CH3:1][NH:2][CH2:3][C@H:4]1[O:9][C@H:8]([O:10][C@H:11]2[C@H:16]([OH:17])[C@H:15]([N:18]([C:20]([CH2:22][NH2:23])=[O:21])[CH3:19])[C@@H:14]([O:24][CH3:25])[CH2:13][C@H:12]2[NH2:26])[C@H:7]([NH2:27])[CH2:6][CH2:5]1.CNC[C@H]1[O:36][C@H:35]([O:37][C@H]2[C@H](O)[C@H](N(C(CN)=O)C)[C@@H](OC)C[C@@H]2N)[C@H](N)CC1>>[CH3:1][NH:2][CH2:3][C@H:4]1[O:9][C@H:8]([O:10][C@H:11]2[C@H:16]([OH:17])[C@H:15]([N:18]([C:20]([CH2:22][NH2:23])=[O:21])[CH3:19])[C@@H:14]([O:24][CH3:25])[CH2:13][C@H:12]2[NH2:26])[C@H:7]([NH2:27])[CH2:6][CH2:5]1.[C:35](=[O:37])([O-:9])[O-:36]. Reported procedure: Istamycin B is very similar to istamycin A in its properties, and istamycin B is also a basic compound. Istamycin B isolated as a carbonate thereof is in the form of a colorless powder which has no definite melting point, decomposes at 112°-124° C. and gives a specific optical rotation [α]D25 =+165° (c 0.4, water) and of which the elemental analysis is coincident with the theoretical values of the molecular formula C17H35N5O5.1/2H2CO3 (C 49.99%, H 8.63%, N 16.65%, O 24.73%). This molecular formu... The reactants are C(C)(C)(C)C=1N=C(C=2C(N1)=NN(N2)CC2=NON=C2C)N2C[C@H](CC2)O ((S)-1-[5-tert-Butyl-2-(4-methyl-furazan-3-ylmethyl)-2H-[1,2,3]triazolo[4,5-d]pyrimidin-7-yl]-pyrrolidin-3-ol), C(C)(C)(C)C=1N=C(C2=C(N1)NN=N2)N2C[C@H](CC2)OC(C(F)(F)F)=O (Trifluoro-acetic acid (S)-1-(5-tert-butyl-3H-[1,2,3]triazolo[4,5-d]pyrimidin-7-yl)-pyrrolidin-3-yl-ester), Cl.ClCC1=CN=NN1C (5-(chloromethyl)-1-methyl-1H-1,2,3-triazole hydrochloride). Yields the product C(C)(C)(C)C=1N=C(C=2C(N1)=NN(N2)CC=2N(N=NC2)C)N2C[C@H](CC2)O ((S)-1-[5-tert-Butyl-2-(3-methyl-3H-[1,2,3]triazol-4-ylmethyl)-2H-[1,2,3]triazolo[4,5-d]pyrimidin-7-yl]-pyrrolidin-3-ol). RXN SMILES: C(C1N=C(N2CC[C@H](O)C2)C2C(=NN(CC3C(C)=NON=3)N=2)N=1)(C)(C)C.[C:27]([C:31]1[N:32]=[C:33]([N:40]2[CH2:44][CH2:43][C@H:42]([O:45]C(=O)C(F)(F)F)[CH2:41]2)[C:34]2[N:39]=[N:38][NH:37][C:35]=2[N:36]=1)([CH3:30])([CH3:29])[CH3:28].Cl.Cl[CH2:54][C:55]1[N:59]([CH3:60])[N:58]=[N:57][CH:56]=1>>[C:27]([C:31]1[N:32]=[C:33]([N:40]2[CH2:44][CH2:43][C@H:42]([OH:45])[CH2:41]2)[C:34]2[C:35](=[N:37][N:38]([CH2:54][C:55]3[N:59]([CH3:60])[N:58]=[N:57][CH:56]=3)[N:39]=2)[N:36]=1)([CH3:28])([CH3:30])[CH3:29] |f:2.3|. Procedure details: In analogy to the procedure described for the synthesis of (S)-1-[5-tert-Butyl-2-(4-methyl-furazan-3-ylmethyl)-2H-[1,2,3]triazolo[4,5-d]pyrimidin-7-yl]-pyrrolidin-3-ol (example 73), the title compound was prepared from Trifluoro-acetic acid (S)-1-(5-tert-butyl-3H-[1,2,3]triazolo[4,5-d]pyrimidin-7-yl)-pyrrolidin-3-yl-ester and 5-(chloromethyl)-1-methyl-1H-1,2,3-triazole hydrochloride and isolated as light yellow gum. MS (m/e): 358.3 (MH+).